From a dataset of the Open Reaction Database (ORD), a public repository of structured organic reaction records. describe an organic reaction: reactants, conditions, products, and yield Run in CO (methanol). RXN SMILES: [CH2:1]([NH:3][C:4]1[S:5][CH:6]=[C:7]([CH2:9][CH2:10][NH2:11])[N:8]=1)[CH3:2].[C:12](O)(=O)C.C=O>CO>[CH2:1]([NH:3][C:4]1[S:5][C:6]2[CH2:12][NH:11][CH2:10][CH2:9][C:7]=2[N:8]=1)[CH3:2]. The reactants are C(C)NC=1SC=C(N1)CCN (2-Ethylamino-4-(2-aminoethyl)thiazole), C(C)(=O)O (acetic acid), C=O (formaldehyde), aqueous solution. Yield: 162.9%. The product is C(C)NC=1SC=2CNCCC2N1 (2-Ethylamino-4,5,6,7-tetrahydrothiazolo[5,4-c]pyridine). Run at time 15 minute. Procedure details: 2-Ethylamino-4-(2-aminoethyl)thiazole (0.20 g, 1.17 mmol) and acetic acid (0.02 ml, 0.35 mmol) were dissolved in methanol (15 ml) and treated with formaldehyde (0.095 ml of a 37% aqueous solution, 1.17 mmol). The reaction was allowed to stir at room temperature for 15 minutes; it was then concentrated in vacuo and subjected to column chromatography (eluant: 89:10:1 chloroform: methanol: concentrated aqueous ammonium hydroxide). This provided the title product as a yellow solid (0.105 g, 0.57 mmo...